From a dataset of the Open Reaction Database (ORD), a public repository of structured organic reaction records. describe an organic reaction: reactants, conditions, products, and yield Reactants: ClCCl, ClC(Cl)Cl, O=C1CCC(=O)N1Cl, O=C(O)C1CCCN1, O=CCCc1ccc2nccnc2c1. Product: O=CC(Cl)Cc1ccc2nccnc2c1. As a reaction SMILES: [CH2:35]([Cl:36])[Cl:37].[CH:31]([Cl:32])([Cl:33])[Cl:34].[Cl:23][N:24]1[C:25](=[O:26])[CH2:27][CH2:28][C:29]1=[O:30].[OH:15][C:16]([CH:17]1[NH:18][CH2:19][CH2:20][CH2:21]1)=[O:22].[n:1]1[cH:2][cH:3][n:4][c:5]2[cH:6][c:7]([CH2:11][CH2:12][CH:13]=[O:14])[cH:8][cH:9][c:10]12>>[n:1]1[cH:2][cH:3][n:4][c:5]2[cH:6][c:7]([CH2:11][CH:12]([CH:13]=[O:14])[Cl:23])[cH:8][cH:9][c:10]12. Reactants: CN(C)c1ccncc1, ClCCl, O=C1CC2CCC1CC2(O)c1cccnc1, CS(=O)(=O)Cl. Product: O=C1CC2CCC1C=C2c1cccnc1. As a reaction SMILES: [CH3:25][N:26]([c:27]1[cH:28][cH:29][n:30][cH:31][cH:32]1)[CH3:33].[Cl:22][CH2:23][Cl:24].[OH:1][C:2]1([c:11]2[cH:12][n:13][cH:14][cH:15][cH:16]2)[CH:3]2[CH2:4][C:5](=[O:10])[CH:6]([CH2:7]1)[CH2:8][CH2:9]2.[S:17]([Cl:18])([CH3:19])(=[O:20])=[O:21]>>[C:2]1([c:11]2[cH:12][n:13][cH:14][cH:15][cH:16]2)=[CH:7][CH:6]2[C:5](=[O:10])[CH2:4][CH:3]1[CH2:9][CH2:8]2. Starting materials: Cl (hydrochloric acid), C(C1=CC=CC=C1)OCC=1N(C(=C(N1)C(C)C)SC1=CC(=CC(=C1)Cl)Cl)CCO (2-[2-benzyloxymethyl-5-(3,5-dichlorophenylthio)-4-i-sopropyl-1H-imidazol-1-yl]ethanol), C(O)([O-])=O.[Na+] (sodium hydrogen carbonate). Run at temperature 110 celsius. Yields the product ClC=1C=C(C=C(C1)Cl)SC1=C(N=C(N1CCO)CO)C(C)C (2-(5-(3,5-dichlorophenyl-thio)-2-hydroxymethyl-4-isopropyl-1H-imidazol-1-yl)ethanol). Isolated yield 66.4%. As a reaction SMILES: Cl.C([O:9][CH2:10][C:11]1[N:12]([CH2:28][CH2:29][OH:30])[C:13]([S:19][C:20]2[CH:25]=[C:24]([Cl:26])[CH:23]=[C:22]([Cl:27])[CH:21]=2)=[C:14]([CH:16]([CH3:18])[CH3:17])[N:15]=1)C1C=CC=CC=1.C(=O)([O-])O.[Na+]>>[Cl:27][C:22]1[CH:21]=[C:20]([S:19][C:13]2[N:12]([CH2:28][CH2:29][OH:30])[C:11]([CH2:10][OH:9])=[N:15][C:14]=2[CH:16]([CH3:18])[CH3:17])[CH:25]=[C:24]([Cl:26])[CH:23]=1 |f:2.3|. Reported procedure: Added was 18 ml of cocentrated hydrochloric acid to 1.8 g (4.0 mmol) of the alcohol compound (118c), and the mixture was stirred with heating at 110° C. for 7 hours. After cooling, the mixture was neutralized with sodium hydrogen carbonate, and extracted with ethyl acetate. The extract was washed with water, dried over anhydrous sodium sulfate, filtered, and concentrated under reduced pressure. The residue was purified by silica gel column chromatography (ethyl acetate) to give 960 mg of 2-(5-(3... Reactants: CC(C)N1CC2CNCC(C2)C1, O=C(Cl)c1ccc(Cl)cc1, ClCCl, [Na+], [OH-], O. Yields the product CC(C)N1CC2CC(CN(C(=O)c3ccc(Cl)cc3)C2)C1. Reaction SMILES: [CH:1]([CH3:2])([CH3:3])[N:4]1[CH2:5][CH:6]2[CH2:7][NH:8][CH2:9][CH:10]([CH2:11]1)[CH2:12]2.[Cl:15][C:16](=[O:17])[c:18]1[cH:19][cH:20][c:21]([Cl:22])[cH:23][cH:24]1.[Cl:26][CH2:27][Cl:28].[Na+:14].[OH-:13].[OH2:25]>>[CH:1]([CH3:2])([CH3:3])[N:4]1[CH2:5][CH:6]2[CH2:7][N:8]([C:16](=[O:17])[c:18]3[cH:19][cH:20][c:21]([Cl:22])[cH:23][cH:24]3)[CH2:9][CH:10]([CH2:11]1)[CH2:12]2. Yields the product O=C1C=2N=CN(C2N=CN1)CCC(=O)O (3-(1,6-dihydro-6-oxo-9H-purin-9-yl)propanoic acid). Starting materials: O=C1C=2N=CN(C2N=CN1)CCC(=O)OCC (3-(1,6-dihydro-6-oxo-9H-purin-9-yl)propanoic acid, ethyl ester), [OH-].[K+] (KOH), Cl (HCl). Solvent: O (water). Reaction conditions: time 8 hour. Isolated yield 100.0%. Procedure: 20.00 g (84.66 mmol) of 3-(1,6-dihydro-6-oxo-9H-purin-9-yl)propanoic acid, ethyl ester (AIT-0027) was placed into a 500 ml round bottom flask equipped with a magnetic stirring bar. 150 ml of water was added to the flask and the solution stirred. To the stirring heterogeneous solution was added 10.46 g (0.1854 mol) of KOH pellets. Within a few minutes the solution became a homogeneous light green color. The solution was stirred at room temperature for 3.5 hours. The solution was acidified (pH app... Reaction SMILES: [O:1]=[C:2]1[NH:10][CH:9]=[N:8][C:7]2[N:6]([CH2:11][CH2:12][C:13]([O:15]CC)=[O:14])[CH:5]=[N:4][C:3]1=2.[OH-].[K+].Cl>O>[O:1]=[C:2]1[NH:10][CH:9]=[N:8][C:7]2[N:6]([CH2:11][CH2:12][C:13]([OH:15])=[O:14])[CH:5]=[N:4][C:3]1=2 |f:1.2|. The reactants are BrC=1C(=NC=C(N1)Br)N (3,5-dibromopyrazin-2-amine), C1(=CC=CC=C1)B(O)O (phenyl boronic acid). Run in C1(=CC=CC=C1)C (toluene). Product: BrC=1N=C(C(=NC1)N)C1=CC=CC=C1 (5-bromo-3-phenylpyrazin-2-amine). Yield: 93.5%. As a reaction SMILES: Br[C:2]1[C:3]([NH2:9])=[N:4][CH:5]=[C:6]([Br:8])[N:7]=1.[C:10]1(B(O)O)[CH:15]=[CH:14][CH:13]=[CH:12][CH:11]=1>C1(C)C=CC=CC=1>[Br:8][C:6]1[N:7]=[C:2]([C:10]2[CH:15]=[CH:14][CH:13]=[CH:12][CH:11]=2)[C:3]([NH2:9])=[N:4][CH:5]=1. Reported procedure: A mixture of 3,5-dibromopyrazin-2-amine (214 mg, 0.83 mmol) and phenyl boronic acid (100 mg, 0.8 mmol) in toluene (8 mL) was degassed and backfilled with nitrogen 3 times. Pd(PPh3)4 (46 mg) was added followed by 2M K3PO4 (0.8 mL) and EtOH (1 mL). The mixture was heated at reflux for 18 h. The solution was cooled to room temperature, partitioned between EtOAc (25 mL) and water (5 mL). The layers were separated and the organic layer dried over Na2SO4, filtered and concentrated to an oil which was ... Reactants: IC=1C=C(C=CC1)C=NC(=C)O[Si](C)(C)C (1-(3-iodophenyl)-3-trimethylsilyoxy-2-aza-1,3-butadiene), C(C)(C)(C)OC(=O)N1C(\C(\C2=CC=C(C=C12)Cl)=C/C1=CC(=CC=C1)Cl)=O (Z-6-chloro-3-(3-chloro-benzylidene)-2-oxo-2,3-dihydro-indole-1-carboxylic acid tert-butyl ester). Run in C1(=CC=CC=C1)C (toluene). Run at temperature 140 celsius, time 1 hour. Yields the product ClC1=CC=C2C(=C1)NC(C21C(NC(CC1C1=CC(=CC=C1)Cl)=O)C1=CC(=CC=C1)I)=O (racemic (2′R,3R,4′S)-6-chloro-4′-(3-chlorophenyl)-2′-(3-iodophenyl)spiro[3H-indole-3,3′-piperidine]-2,6′(1H)-dione). The yield is 77.7%. As a reaction SMILES: [I:1][C:2]1[CH:3]=[C:4]([CH:8]=[N:9][C:10]([O:12][Si](C)(C)C)=[CH2:11])[CH:5]=[CH:6][CH:7]=1.C(OC([N:24]1[C:32]2[C:27](=[CH:28][CH:29]=[C:30]([Cl:33])[CH:31]=2)/[C:26](=[CH:34]/[C:35]2[CH:40]=[CH:39][CH:38]=[C:37]([Cl:41])[CH:36]=2)/[C:25]1=[O:42])=O)(C)(C)C>C1(C)C=CC=CC=1>[Cl:33][C:30]1[CH:31]=[C:32]2[NH:24][C:25](=[O:42])[C:26]3([CH:34]([C:35]4[CH:40]=[CH:39][CH:38]=[C:37]([Cl:41])[CH:36]=4)[CH2:12][C:10](=[O:11])[NH:9][CH:8]3[C:4]3[CH:5]=[CH:6][CH:7]=[C:2]([I:1])[CH:3]=3)[C:27]2=[CH:28][CH:29]=1. Reported procedure: To a solution of 1-(3-iodophenyl)-3-trimethylsilyoxy-2-aza-1,3-butadiene prepared in example 192a (1.2 g, 3.5 mmol) in toluene (40 mL) was added E/Z-6-chloro-3-(3-chlorobenzylidene)-2-oxo-2,3-dihydro-indole-1-carboxylic acid tert-butyl ester prepared in Example 24a (0.5 g, 1.28 mmol). The reaction mixture was stirred under nitrogen in a sealed tube at 140° C. for 1 h. After the solution was cooled to room temperature and concentrated. The residue was dissolved in dichloromethane (20 mL) and trif...